Dataset: the Open Reaction Database (ORD), a public repository of structured organic reaction records. Task: describe an organic reaction: reactants, conditions, products, and yield Starting materials: ClC1=C(C=CC=C1Cl)N1CCN(CC1)CCCC=CC1=CC=C2C(=C(C(NC2=N1)=O)C)C (7-{5-[4-(2,3-Dichloro-phenyl)-piperazin-1-yl]-pent-1-enyl}-3,4-dimethyl-1H-[1,8]naphthyridin-2-one). Reagents/catalysts: [Ni] (Raney Nickel). Run in C1CCOC1 (THF), C(C)O (ethanol). Run at time 3 hour. Yields the product ClC1=C(C=CC=C1Cl)N1CCN(CC1)CCCCCC1=CC=C2C(=C(C(NC2=N1)=O)C)C (7-{5-[4-(2,3-Dichloro-phenyl)-piperazin-1-yl]-pentyl}-3,4-dimethyl-1H-[1,8]naphthyridin-2-one). The yield is 79.5%. As a reaction SMILES: [Cl:1][C:2]1[C:7]([Cl:8])=[CH:6][CH:5]=[CH:4][C:3]=1[N:9]1[CH2:14][CH2:13][N:12]([CH2:15][CH2:16][CH2:17][CH:18]=[CH:19][C:20]2[N:29]=[C:28]3[C:23]([C:24]([CH3:32])=[C:25]([CH3:31])[C:26](=[O:30])[NH:27]3)=[CH:22][CH:21]=2)[CH2:11][CH2:10]1>C1COCC1.C(O)C.[Ni]>[Cl:1][C:2]1[C:7]([Cl:8])=[CH:6][CH:5]=[CH:4][C:3]=1[N:9]1[CH2:14][CH2:13][N:12]([CH2:15][CH2:16][CH2:17][CH2:18][CH2:19][C:20]2[N:29]=[C:28]3[C:23]([C:24]([CH3:32])=[C:25]([CH3:31])[C:26](=[O:30])[NH:27]3)=[CH:22][CH:21]=2)[CH2:11][CH2:10]1. Procedure details: 7-{5-[4-(2,3-Dichloro-phenyl)-piperazin-1-yl]-pent-1-enyl}-3,4-dimethyl-1H-[1,8]naphthyridin-2-one (80 mg, 0.17 mmol) was dissolved in a minimal amount of THF (2 mL) and the solution was diluted with ethanol (10 mL). The solution was treated with Raney Nickel (0.5 mL slurry in water) and shaken under 45 psi H2 for 3 h. The mixture was filtered through celite. The celite pad was washed with THF (2×10 mL), and the filtrate was evaporated in vacuo. The crude solid was purified by column chromatogra... Run at time 24 hour. The solvent is O1CCCC1 (tetrahydrofuran), O1CCCC1 (tetrahydrofuran). Product: C(C1=CC=CC=C1)N1CC2=CC=CC=C2CC1CCO (Racemic 2-(2-Benzyl-1,2,3,4-tetrahydro-isoquinolin-3-yl)-ethanol). Reactants: [H-].[Al+3].[Li+].[H-].[H-].[H-] (lithium aluminum hydride), solution, [H-].[Al+3].[Li+].[H-].[H-].[H-] (lithium aluminum hydride), ice, COC(CC1N(C(C2=CC=CC=C2C1)=O)CC1=CC=CC=C1)=O (Racemic (2-Benzyl-1-oxo-1,2,3,4-tetrahydro-isoquinolin-3-yl)-acetic acid methyl ester). As a reaction SMILES: C[O:2][C:3](=O)[CH2:4][CH:5]1[CH2:14][C:13]2[C:8](=[CH:9][CH:10]=[CH:11][CH:12]=2)[C:7](=O)[N:6]1[CH2:16][C:17]1[CH:22]=[CH:21][CH:20]=[CH:19][CH:18]=1.[H-].[Al+3].[Li+].[H-].[H-].[H-]>O1CCCC1>[CH2:16]([N:6]1[CH:5]([CH2:4][CH2:3][OH:2])[CH2:14][C:13]2[C:8](=[CH:9][CH:10]=[CH:11][CH:12]=2)[CH2:7]1)[C:17]1[CH:18]=[CH:19][CH:20]=[CH:21][CH:22]=1 |f:1.2.3.4.5.6|. Procedure: To a well-stirred ice-bath-chilled solution of the racemic mixture of Step C (650 mg, 2.0 mmol) in anhydrous tetrahydrofuran (10 ml), a solution of lithium aluminum hydride in tetrahydrofuran (6.11 ml of a 1.0M solution, 6.11 mmol of lithium aluminum hydride) was added dropwise over 5 minutes. The reaction mixture was then stirred for 24 hours at ambient temperature before being ice-bath-chilled and cautiously quenched with 15% aqueous sodium hydroxide (2 ml). Anhydrous sodium sulfate was added ... The reactants are CCO, BrCC1CC1, [K+], NC(=O)c1ccccc1O, [OH-]. Yields the product NC(=O)c1ccccc1OCC1CC1. As a reaction SMILES: [CH3:18][CH2:19][OH:20].[CH:13]1([CH2:16][Br:17])[CH2:14][CH2:15]1.[K+:12].[NH2:1][C:2](=[O:3])[c:4]1[cH:5][cH:6][cH:7][cH:8][c:9]1[OH:10].[OH-:11]>>[NH2:1][C:2](=[O:3])[c:4]1[cH:5][cH:6][cH:7][cH:8][c:9]1[O:10][CH2:16][CH:13]1[CH2:14][CH2:15]1. Starting materials: C(C)OC(C(C(=O)OCC)(N1C=CC=C1)CC(N)=O)=O (2-carbamoylmethyl-2-(pyrrol-1-yl)malonic acid diethyl ester), [H-].[Na+] (sodium hydride), hydrochloric acid ice water. Solvent: CN(C=O)C (dimethylformamide). Run at time 1 hour. Product: C(C)OC(=O)C1(C(=O)NC(C1)=O)N1C=CC=C1 (2-ethoxycarbonyl-2-(pyrrol-1-yl)-succinimide). Isolated yield 94.8%. Reaction SMILES: [CH2:1]([O:3][C:4](=[O:20])[C:5]([CH2:16][C:17](=[O:19])[NH2:18])([N:11]1[CH:15]=[CH:14][CH:13]=[CH:12]1)[C:6](OCC)=[O:7])[CH3:2].[H-].[Na+]>CN(C)C=O>[CH2:1]([O:3][C:4]([C:5]1([N:11]2[CH:15]=[CH:14][CH:13]=[CH:12]2)[CH2:16][C:17](=[O:19])[NH:18][C:6]1=[O:7])=[O:20])[CH3:2] |f:1.2|. Reported procedure: To a stirred solution of 2-carbamoylmethyl-2-(pyrrol-1-yl)malonic acid diethyl ester (29.0 g) in anhydrous dimethylformamide (30 ml) was added portionwise sodium hydride (63% dispersion in mineral oil, 4.3 g) under ice cooling. The resulting mixture was stirred under ice cooling for 1 hour, poured into 5% hydrochloric acid/ice-water, and extracted with ethyl acetate. The extracts were washed with saturated aqueous sodium chloride solution, dried over anhydrous sodium sulfate, and concentrated un...